Dataset: the Open Reaction Database (ORD), a public repository of structured organic reaction records. Task: describe an organic reaction: reactants, conditions, products, and yield Starting materials: Cl, CC(C)(C)OC(=O)NC1CCC(OCC(F)c2ccccc2F)CC1, C1COCCO1. The product is NC1CCC(OCC(F)c2ccccc2F)CC1. RXN SMILES: [ClH:26].[F:1][CH:2]([CH2:3][O:4][CH:5]1[CH2:6][CH2:7][CH:8]([NH:11][C:12](=[O:13])[O:14][C:15]([CH3:16])([CH3:17])[CH3:18])[CH2:9][CH2:10]1)[c:19]1[c:20]([F:25])[cH:21][cH:22][cH:23][cH:24]1.[O:27]1[CH2:28][CH2:29][O:30][CH2:31][CH2:32]1>>[F:1][CH:2]([CH2:3][O:4][CH:5]1[CH2:6][CH2:7][CH:8]([NH2:11])[CH2:9][CH2:10]1)[c:19]1[c:20]([F:25])[cH:21][cH:22][cH:23][cH:24]1. Starting materials: CCOc1cc(C(C)(C)C)ncc1C1=NC(C)(c2ccc(Cl)cc2)C(C)(c2ccc(Cl)cc2)N1C(=O)N1CCC(CC(=O)O)CC1, C1CCNCC1. Yields the product CCOc1cc(C(C)(C)C)ncc1C1=NC(C)(c2ccc(Cl)cc2)C(C)(c2ccc(Cl)cc2)N1C(=O)N1CCC(CC(=O)N2CCCCC2)CC1. Reaction SMILES: [C:1]([CH3:2])([CH3:3])([CH3:4])[c:5]1[cH:6][c:7]([O:44][CH2:45][CH3:46])[c:8]([C:11]2=[N:15][C:14]([CH3:16])([c:17]3[cH:18][cH:19][c:20]([Cl:23])[cH:21][cH:22]3)[C:13]([CH3:24])([c:25]3[cH:26][cH:27][c:28]([Cl:31])[cH:29][cH:30]3)[N:12]2[C:32](=[O:33])[N:34]2[CH2:35][CH2:36][CH:37]([CH2:40][C:41](=[O:42])[OH:43])[CH2:38][CH2:39]2)[cH:9][n:10]1.[CH2:47]1[CH2:48][CH2:49][NH:50][CH2:51][CH2:52]1>>[C:1]([CH3:2])([CH3:3])([CH3:4])[c:5]1[cH:6][c:7]([O:44][CH2:45][CH3:46])[c:8]([C:11]2=[N:15][C:14]([CH3:16])([c:17]3[cH:18][cH:19][c:20]([Cl:23])[cH:21][cH:22]3)[C:13]([CH3:24])([c:25]3[cH:26][cH:27][c:28]([Cl:31])[cH:29][cH:30]3)[N:12]2[C:32](=[O:33])[N:34]2[CH2:35][CH2:36][CH:37]([CH2:40][C:41](=[O:43])[N:50]3[CH2:49][CH2:48][CH2:47][CH2:52][CH2:51]3)[CH2:38][CH2:39]2)[cH:9][n:10]1. Yields the product CCOC(Cc1ccc(OCC=Cc2ccc(-c3cc(Cl)cc(Cl)c3)cc2)cc1)C(=O)O. Starting materials: CCOC(=O)C(Cc1ccc(OCC=Cc2ccc(-c3cc(Cl)cc(Cl)c3)cc2)cc1)OCC, [Na+], [OH-]. As a reaction SMILES: [Cl:1][c:2]1[cH:3][c:4](-[c:9]2[cH:10][cH:11][c:12]([CH:15]=[CH:16][CH2:17][O:18][c:19]3[cH:20][cH:21][c:22]([CH2:25][CH:26]([C:27](=[O:28])[O:29][CH2:30][CH3:31])[O:32][CH2:33][CH3:34])[cH:23][cH:24]3)[cH:13][cH:14]2)[cH:5][c:6]([Cl:8])[cH:7]1.[Na+:36].[OH-:35]>>[Cl:1][c:2]1[cH:3][c:4](-[c:9]2[cH:10][cH:11][c:12]([CH:15]=[CH:16][CH2:17][O:18][c:19]3[cH:20][cH:21][c:22]([CH2:25][CH:26]([C:27](=[O:28])[OH:29])[O:32][CH2:33][CH3:34])[cH:23][cH:24]3)[cH:13][cH:14]2)[cH:5][c:6]([Cl:8])[cH:7]1. Reactants: C(C(=O)Cl)(=O)Cl (Oxalyl chloride), ClC1=C(C(=O)O)C=CC(=C1)F (2-chloro-4-fluorobenzoic acid). Reagents/catalysts: CN(C=O)C (dimethylformamide). Solvent: ClCCl (dichloromethane). Conditions: time 18 hour. Yields the product ClC1=C(C(=O)Cl)C=CC(=C1)F (2-chloro-4-fluorobenzoyl chloride). Isolated yield 97.8%. RXN SMILES: [C:1](Cl)(=O)[C:2]([Cl:4])=[O:3].[Cl:7][C:8]1[CH:16]=[C:15]([F:17])[CH:14]=[CH:13]C=1C(O)=O>ClCCl.CN(C)C=O>[Cl:7][C:8]1[CH:16]=[C:15]([F:17])[CH:14]=[CH:13][C:1]=1[C:2]([Cl:4])=[O:3]. Reported procedure: Oxalyl chloride (2.60 g) was added to a suspension of 2-chloro-4-fluorobenzoic acid (3.44 g) in dichloromethane (50 ml). Two drops of dimethylformamide were added and the mixture was stirred for 18 hours at room temperature. The resultant solution was evaporated to give the crude 2-chloro-4-fluorobenzoyl chloride as a viscous oil (3.72 g). The reactants are C1CCOC1, [Cl-], O=S(=O)(Oc1cc2c(cc1CBr)CCCC2)C(F)(F)F, CC1NC(=O)OC1c1cc(C(F)(F)F)cc(C(F)(F)F)c1, [H-], [NH4+], [Na+]. Product: CC1C(c2cc(C(F)(F)F)cc(C(F)(F)F)c2)OC(=O)N1Cc1cc2c(cc1OS(=O)(=O)C(F)(F)F)CCCC2. As a reaction SMILES: [CH2:46]1[O:47][CH2:48][CH2:49][CH2:50]1.[Cl-:44].[F:24][C:25]([S:26](=[O:27])(=[O:28])[O:29][c:30]1[cH:31][c:32]2[c:37]([cH:38][c:39]1[CH2:40][Br:41])[CH2:36][CH2:35][CH2:34][CH2:33]2)([F:42])[F:43].[F:3][C:4]([c:5]1[cH:6][c:7]([CH:15]2[CH:16]([CH3:21])[NH:17][C:18](=[O:20])[O:19]2)[cH:8][c:9]([C:11]([F:12])([F:13])[F:14])[cH:10]1)([F:22])[F:23].[H-:1].[NH4+:45].[Na+:2]>>[F:3][C:4]([c:5]1[cH:6][c:7]([CH:15]2[CH:16]([CH3:21])[N:17]([CH2:40][c:39]3[c:30]([O:29][S:26]([C:25]([F:24])([F:42])[F:43])(=[O:27])=[O:28])[cH:31][c:32]4[c:37]([cH:38]3)[CH2:36][CH2:35][CH2:34][CH2:33]4)[C:18](=[O:20])[O:19]2)[cH:8][c:9]([C:11]([F:12])([F:13])[F:14])[cH:10]1)([F:22])[F:23].